This data is from the Open Reaction Database (ORD), a public repository of structured organic reaction records. The task is: describe an organic reaction: reactants, conditions, products, and yield Starting materials: ClCCl, COc1ccc2[nH]c(C3CCN(C(=O)c4ccc(-c5ccccc5)cc4)CC3)nc2c1. The product is O=C(c1ccc(-c2ccccc2)cc1)N1CCC(c2nc3cc(O)ccc3[nH]2)CC1. RXN SMILES: [Cl:32][CH2:33][Cl:34].[c:1]1(-[c:26]2[cH:27][cH:28][cH:29][cH:30][cH:31]2)[cH:2][cH:3][c:4]([C:7](=[O:8])[N:9]2[CH2:10][CH2:11][CH:12]([c:15]3[n:16][c:17]4[c:18]([nH:19]3)[cH:20][cH:21][c:22]([O:24][CH3:25])[cH:23]4)[CH2:13][CH2:14]2)[cH:5][cH:6]1>>[c:1]1(-[c:26]2[cH:27][cH:28][cH:29][cH:30][cH:31]2)[cH:2][cH:3][c:4]([C:7](=[O:8])[N:9]2[CH2:10][CH2:11][CH:12]([c:15]3[n:16][c:17]4[c:18]([nH:19]3)[cH:20][cH:21][c:22]([OH:24])[cH:23]4)[CH2:13][CH2:14]2)[cH:5][cH:6]1. The reactants are ClC1=C(C(=O)N)C=CC(=C1C(F)(F)F)F (2-Chloro-4-fluoro-3-(trifluoromethyl)benzamide), B (borane), O1CCCC1 (tetrahydrofuran), solution, Cl (hydrogen chloride), C(C)OCC (diethyl ether), Cl (hydrogen chloride). Solvent: O (water). Conditions: temperature 60 celsius, time 8 hour. The product is Cl.ClC1=C(C=CC(=C1C(F)(F)F)F)CN ({[2-Chloro-4-fluoro-3-(trifluoromethyl)phenyl]methyl}amine hydrochloride). Isolated yield 78.4%. As a reaction SMILES: [Cl:1][C:2]1[C:10]([C:11]([F:14])([F:13])[F:12])=[C:9]([F:15])[CH:8]=[CH:7][C:3]=1[C:4]([NH2:6])=O.B.O1CCCC1.Cl.C(OCC)C>O>[ClH:1].[Cl:1][C:2]1[C:10]([C:11]([F:13])([F:14])[F:12])=[C:9]([F:15])[CH:8]=[CH:7][C:3]=1[CH2:4][NH2:6] |f:6.7|. Reported procedure: 2-Chloro-4-fluoro-3-(trifluoromethyl)benzamide (0.490 g, 2.03 mmol) was treated with 1M borane in tetrahydrofuran (20.33 ml, 20.33 mmol) and stirred at 60° C. overnight. The mixture was then treated with 2N aqueous hydrogen chloride until gas evolution ceased and then stirred at 100° C. for 2 hrs. The mixture was reduced in vacuo and the residue was taken up in a minimum of water and washed with dichloromethane (30 ml). The pH of the aqueous layer was adjusted to pH11 by the addition of 2N aqueo... The reactants are CCCCc1nc(C(O)C(C)C)c(C#N)n1Cc1ccc(-c2ccccc2-c2nnnn2C(c2ccccc2)(c2ccccc2)c2ccccc2)cc1, CC(=O)O. Yields the product CCCCc1nc(C(O)C(C)C)c(C#N)n1Cc1ccc(-c2ccccc2-c2nnn[nH]2)cc1. Reaction SMILES: [CH2:1]([CH2:2][CH2:3][CH3:4])[c:5]1[n:6]([CH2:17][c:18]2[cH:19][cH:20][c:21](-[c:24]3[c:25](-[c:30]4[n:31][n:32][n:33][n:34]4[C:35]([c:36]4[cH:37][cH:38][cH:39][cH:40][cH:41]4)([c:42]4[cH:43][cH:44][cH:45][cH:46][cH:47]4)[c:48]4[cH:49][cH:50][cH:51][cH:52][cH:53]4)[cH:26][cH:27][cH:28][cH:29]3)[cH:22][cH:23]2)[c:7]([C:15]#[N:16])[c:8]([CH:10]([CH:11]([CH3:12])[CH3:13])[OH:14])[n:9]1.[CH3:54][C:55](=[O:56])[OH:57]>>[CH2:1]([CH2:2][CH2:3][CH3:4])[c:5]1[n:6]([CH2:17][c:18]2[cH:19][cH:20][c:21](-[c:24]3[c:25](-[c:30]4[n:31][n:32][n:33][nH:34]4)[cH:26][cH:27][cH:28][cH:29]3)[cH:22][cH:23]2)[c:7]([C:15]#[N:16])[c:8]([CH:10]([CH:11]([CH3:12])[CH3:13])[OH:14])[n:9]1.